This data is from the Open Reaction Database (ORD), a public repository of structured organic reaction records. The task is: describe an organic reaction: reactants, conditions, products, and yield Starting materials: C1CCOC1, CC(C(=O)N1C(=O)OCC1C(C)C)c1ccc(Cl)cc1, [Li+], [OH-], O, OO. Yields the product CC(C(=O)O)c1ccc(Cl)cc1. RXN SMILES: [CH2:25]1[O:26][CH2:27][CH2:28][CH2:29]1.[Cl:1][c:2]1[cH:3][cH:4][c:5]([CH:8]([C:9](=[O:10])[N:11]2[CH:12]([CH:13]([CH3:14])[CH3:15])[CH2:16][O:17][C:18]2=[O:19])[CH3:20])[cH:6][cH:7]1.[Li+:24].[OH-:23].[OH2:30].[OH:21][OH:22]>>[Cl:1][c:2]1[cH:3][cH:4][c:5]([CH:8]([C:9]([OH:10])=[O:21])[CH3:20])[cH:6][cH:7]1. Reaction SMILES: [CH3:29][OH:30].[Cl:1][c:2]1[cH:3][cH:4][c:5]([S:7](=[O:8])(=[O:9])[NH:10][CH:11]([CH:12]([CH2:13][C:14]([F:15])([F:16])[F:17])[CH2:18][C:19]([F:20])([F:21])[F:22])[C:23](=[O:24])[OH:25])[s:6]1.[Cl:26][CH2:27][Cl:28]>>[Cl:1][c:2]1[cH:3][cH:4][c:5]([S:7](=[O:8])(=[O:9])[NH:10][CH:11]([CH:12]([CH2:13][C:14]([F:15])([F:16])[F:17])[CH2:18][C:19]([F:20])([F:21])[F:22])[C:23](=[O:24])[O:25][CH3:27])[s:6]1. The product is COC(=O)C(NS(=O)(=O)c1ccc(Cl)s1)C(CC(F)(F)F)CC(F)(F)F. Reactants: CO, O=C(O)C(NS(=O)(=O)c1ccc(Cl)s1)C(CC(F)(F)F)CC(F)(F)F, ClCCl. The reactants are FC=1C(=CC2=C(C=C(O2)C#N)C1)CNC1=CC(=C(C=C1)OC(F)(F)F)C(F)(F)F (5-fluoro-6-(((4-(trifluoromethoxy)-3-(trifluoromethyl)phenyl)amino)methyl)-benzofuran-2-carbonitrile), [NH4+].[Cl-] (NH4Cl), [N-]=[N+]=[N-].[Na+] (NaN3), Cl (HCl). Solvent: CN(C)C=O (DMF), CCOC(=O)C (AcOEt). Conditions: time 8 hour. Product: FC=1C(=CC2=C(C=C(O2)C2=NN=NN2)C1)CNC1=CC(=C(C=C1)OC(F)(F)F)C(F)(F)F (N-((5-fluoro-2-(1H-tetrazol-5-yl)benzofuran-6-yl)methyl)-4-(trifluoromethoxy)-3-(trifluoromethyl)aniline). Isolated yield 27.6%. Reaction SMILES: [F:1][C:2]1[C:3]([CH2:13][NH:14][C:15]2[CH:20]=[CH:19][C:18]([O:21][C:22]([F:25])([F:24])[F:23])=[C:17]([C:26]([F:29])([F:28])[F:27])[CH:16]=2)=[CH:4][C:5]2[O:9][C:8]([C:10]#[N:11])=[CH:7][C:6]=2[CH:12]=1.[NH4+].[Cl-].[N-:32]=[N+:33]=[N-:34].[Na+].Cl>CN(C=O)C.CCOC(C)=O>[F:1][C:2]1[C:3]([CH2:13][NH:14][C:15]2[CH:20]=[CH:19][C:18]([O:21][C:22]([F:23])([F:25])[F:24])=[C:17]([C:26]([F:29])([F:27])[F:28])[CH:16]=2)=[CH:4][C:5]2[O:9][C:8]([C:10]3[NH:34][N:33]=[N:32][N:11]=3)=[CH:7][C:6]=2[CH:12]=1 |f:1.2,3.4|. Reported procedure: To the solution of 5-fluoro-6-(((4-(trifluoromethoxy)-3-(trifluoromethyl)phenyl)amino)methyl)-benzofuran-2-carbonitrile (637 mg, 1.523 mmol) in 15 mL DMF was added NH4Cl (326 mg, 6.09 mmol) and NaN3 (198 mg, 3.05 mmol). After the reaction mixture was stirred at room temperature overnight, the mixture was adjusted to pH=1 by addition of 1N HCl aqueous solution. The mixture was then diluted with AcOEt and washed with water, brine, dried over Na2SO4, and concentrated. The crude product was purified... The reactants are NCCCCCCCCCCCCN (1,12-diaminododecane), CNC(=C[N+](=O)[O-])SC (N-methyl-1-(methylthio)-2-nitroethenamine). Solvent: O (water). Reaction conditions: time 20 hour. Product: CNC(=C[N+](=O)[O-])NCCCCCCCCCCCCN (N-[1-(Methylamino)-2-nitroethenyl]-1,12-dodecanediamine). Isolated yield 60.0%. Reaction SMILES: [NH2:1][CH2:2][CH2:3][CH2:4][CH2:5][CH2:6][CH2:7][CH2:8][CH2:9][CH2:10][CH2:11][CH2:12][CH2:13][NH2:14].[CH3:15][NH:16][C:17](SC)=[CH:18][N+:19]([O-:21])=[O:20]>O>[CH3:15][NH:16][C:17]([NH:1][CH2:2][CH2:3][CH2:4][CH2:5][CH2:6][CH2:7][CH2:8][CH2:9][CH2:10][CH2:11][CH2:12][CH2:13][NH2:14])=[CH:18][N+:19]([O-:21])=[O:20]. Procedure details: A mixture of 1,12-diaminododecane (3 g) and N-methyl-1-(methylthio)-2-nitroethenamine (1.48 g) in water (50 ml) was stirred at room temperature for 20 hours. The solution was evaporated in vacuo and the residue chomatographed (silica/methanol). The appropriate eluate was evaporated to yield the title compound (1.8 g), mp. 123°-125°. The reactants are 7,14-diaza-15-oxo-dispiro[5.1.5.2]pentadecane, CC1(NC(C(N1)=O)(C)C)C (2,2,5,5-tetramethyl-4-oxo-imidazolidine), C(C1=CC=CC=C1)Cl (benzyl chloride). Yields the product C(C1=CC=CC=C1)N1C(NC(C1=O)(C)C)(C)C (3-benzyl-2,2,5,5-tetramethyl-4-oxo-imidazolidine). RXN SMILES: [CH3:1][C:2]1([CH3:10])[NH:6][C:5](=[O:7])[C:4]([CH3:9])([CH3:8])[NH:3]1.[CH2:11](Cl)[C:12]1[CH:17]=[CH:16][CH:15]=[CH:14][CH:13]=1>>[CH2:11]([N:6]1[C:5](=[O:7])[C:4]([CH3:9])([CH3:8])[NH:3][C:2]1([CH3:10])[CH3:1])[C:12]1[CH:17]=[CH:16][CH:15]=[CH:14][CH:13]=1. Reported procedure: If, instead of 7,14-diaza-15-oxo-dispiro[5.1.5.2]pentadecane, 2,2,5,5-tetramethyl-4-oxo-imidazolidine is used, and this alkylated with benzyl chloride as described in Example 1, then 3-benzyl-2,2,5,5-tetramethyl-4-oxo-imidazolidine (VII), M.P. 210°C, is obtained. Starting materials: C(CC)OC1=CC=C(C2=CC=CC=C12)C=O (4-propoxy-1-naphthaldehyde), CC(C(=O)NC1=CC(=CC=C1)C1CCNCC1)C (2-methyl-N-[3-(4-piperidinyl)phenyl]propanamide). The product is CC(C(=O)NC1=CC(=CC=C1)C1CCN(CC1)CC1=CC=C(C2=CC=CC=C12)OCCC)C (2-METHYL-N-(3-{1-[(4-PROPOXY-1-NAPHTHYL)METHYL]-4-PIPERIDINYL}PHENYL)PROPANAMIDE). RXN SMILES: [CH2:1]([O:4][C:5]1[C:14]2[C:9](=[CH:10][CH:11]=[CH:12][CH:13]=2)[C:8]([CH:15]=O)=[CH:7][CH:6]=1)[CH2:2][CH3:3].[CH3:17][CH:18]([CH3:34])[C:19]([NH:21][C:22]1[CH:27]=[CH:26][CH:25]=[C:24]([CH:28]2[CH2:33][CH2:32][NH:31][CH2:30][CH2:29]2)[CH:23]=1)=[O:20]>>[CH3:17][CH:18]([CH3:34])[C:19]([NH:21][C:22]1[CH:27]=[CH:26][CH:25]=[C:24]([CH:28]2[CH2:33][CH2:32][N:31]([CH2:15][C:8]3[C:9]4[C:14](=[CH:13][CH:12]=[CH:11][CH:10]=4)[C:5]([O:4][CH2:1][CH2:2][CH3:3])=[CH:6][CH:7]=3)[CH2:30][CH2:29]2)[CH:23]=1)=[O:20]. Reported procedure: Prepared by Procedure F and Scheme R using 4-propoxy-1-naphthaldehyde and 2-methyl-N-[3-(4-piperidinyl)phenyl]propanamide: ESMS m/e: 445.2 (M+H)+.